This data is from the Open Reaction Database (ORD), a public repository of structured organic reaction records. The task is: describe an organic reaction: reactants, conditions, products, and yield The reactants are O (water), BrC=1C=C2N(N=CC(=C2Cl)C(=O)N)C1 (6-bromo-4-chloropyrrolo[1,2-b]pyridazine-3-carboxamide), C1(CC1)[C@@H](C)N ((R)-1-cyclopropylethylamine), CCN(C(C)C)C(C)C (DIPEA). Solvent: CN1CCCC1=O (NMP). Run at time 10 minute. Product: BrC=1C=C2N(N=CC(=C2N[C@H](C)C2CC2)C(=O)N)C1 ((R)-6-bromo-4-(1-cyclopropylethylamino)pyrrolo[1,2-b]pyridazine-3-carboxamide). The yield is 84.2%. RXN SMILES: [Br:1][C:2]1[CH:3]=[C:4]2[C:9](Cl)=[C:8]([C:11]([NH2:13])=[O:12])[CH:7]=[N:6][N:5]2[CH:14]=1.[CH:15]1([C@H:18]([NH2:20])[CH3:19])[CH2:17][CH2:16]1.CCN(C(C)C)C(C)C.O>CN1C(=O)CCC1>[Br:1][C:2]1[CH:3]=[C:4]2[C:9]([NH:20][C@@H:18]([CH:15]3[CH2:17][CH2:16]3)[CH3:19])=[C:8]([C:11]([NH2:13])=[O:12])[CH:7]=[N:6][N:5]2[CH:14]=1. Procedure: A solution of 6-bromo-4-chloropyrrolo[1,2-b]pyridazine-3-carboxamide (Preparation 5, 474.3 mg, 1.728 mmol), (R)-1-cyclopropylethylamine (162 mg, 1.901 mmol) and DIPEA (0.453 mL, 2.59 mmol) in NMP (Volume: 5 mL) was heated to 100° C. for 4 hr. The reaction was cooled and 10 mL of water was added and the resulting mixture was stirred for 10 minutes. The solid was collected by vacuum filtration and dried to afford the title compound (470 mg, 80%). HPLC (Method N): retention time=3.258 min. LC/MS (M... Yields the product Cl.NCCCC(=O)N1CCCC=2C3=C(CCC12)C=C(C=C3)Cl (4-(4-aminobutyryl)-8-chloro-1,2,3,4,5,6-hexahydrobenzo[f]quinoline hydrochloride). Reaction SMILES: [Cl:1][C:2]1[CH:31]=[CH:30][C:5]2[C:6]3[CH2:7][CH2:8][CH2:9][N:10]([C:14](=[O:29])[CH2:15][CH2:16][CH2:17][N:18]4C(=O)C5=CC=CC=C5C4=O)[C:11]=3[CH2:12][CH2:13][C:4]=2[CH:3]=1.O.NN>C(O)C>[ClH:1].[NH2:18][CH2:17][CH2:16][CH2:15][C:14]([N:10]1[C:11]2[CH2:12][CH2:13][C:4]3[CH:3]=[C:2]([Cl:1])[CH:31]=[CH:30][C:5]=3[C:6]=2[CH2:7][CH2:8][CH2:9]1)=[O:29] |f:1.2,4.5|. Reported procedure: A suspension of 10.9 g (0.025 mol) of 8-chloro-1,2,3,4,5,6-hexahydro-4-(4-phthalimidobutyryl)benzo[f]-quinoline and 3.2 ml (0.065 mol) of hydrazine hydrate in 150 ml of ethanol is boiled at reflux temperature for 2 hours. The solution is concentrated, extracted with methylene chloride/water, dried with sodium sulfate and the solvent is distilled in a vacuum. The residue is dissolved in 10 ml of 5.5N methanolic hydrochloric acid and precipitated with ether. Recrystallization from methanol/ether g... Run in C(C)O (ethanol). The reactants are ClC1=CC2=C(C=3CCCN(C3CC2)C(CCCN2C(C=3C(C2=O)=CC=CC3)=O)=O)C=C1 (8-chloro-1,2,3,4,5,6-hexahydro-4-(4-phthalimidobutyryl)benzo[f]-quinoline), O.NN (hydrazine hydrate).